describe an organic reaction: reactants, conditions, products, and yield From a dataset of the Open Reaction Database (ORD), a public repository of structured organic reaction records. The reactants are BrCC(C(C1=CC=CC=C1)C1=CC=CC=C1)=O (1-Bromo-3,3-diphenyl-2-propanone), N1C(NCCCCC1)=S (hexahydro-1,3-diazocin-2(1H)-thione). Product: Br.C1(=CC=CC=C1)C(C1(CSC=2N1CCCCCN2)O)C2=CC=CC=C2 (3-Diphenylmethyl-2,3,6,7,8,9-hexahydro-5H-thiazolo[3,2-a][1,3]diazocin-3-ol hydrobromide). Reaction SMILES: [Br:1][CH2:2][C:3](=[O:17])[CH:4]([C:11]1[CH:16]=[CH:15][CH:14]=[CH:13][CH:12]=1)[C:5]1[CH:10]=[CH:9][CH:8]=[CH:7][CH:6]=1.[NH:18]1[CH2:25][CH2:24][CH2:23][CH2:22][CH2:21][NH:20][C:19]1=[S:26]>>[BrH:1].[C:5]1([CH:4]([C:11]2[CH:16]=[CH:15][CH:14]=[CH:13][CH:12]=2)[C:3]2([OH:17])[N:20]3[CH2:21][CH2:22][CH2:23][CH2:24][CH2:25][N:18]=[C:19]3[S:26][CH2:2]2)[CH:10]=[CH:9][CH:8]=[CH:7][CH:6]=1 |f:2.3|. Procedure: 1-Bromo-3,3-diphenyl-2-propanone is reacted with hexahydro-1,3-diazocin-2(1H)-thione by the procedure of Example 22, giving the desired product, m.p. 211°-213° C. (dec.). Reactants: C(CC)N(C1=NC(=NC(=N1)Cl)Cl)CCC (2-(di-n-propylamino)-4,6-dichloro-s-triazine), OC1=C(C(=O)NN)C=CC(=C1)OCCCCCCCC (2-hydroxy-4-octoxy-benzhydrazide), O (water). The solvent is CC(=O)N(C)C (dimethylacetamide), CC(=O)N(C)C (dimethylacetamide). Reaction conditions: temperature 120 celsius. The product is C(CC)N(C1=NC(=NC(=N1)NNC(C1=C(C=C(C=C1)OCCCCCCCC)O)=O)NNC(C1=C(C=C(C=C1)OCCCCCCCC)O)=O)CCC (2-(Di-n-propylamino)-4,6-di-(2-hydroxy-4-octoxybenzoylhydrazino)-s-triazine). RXN SMILES: [OH:1][C:2]1[CH:11]=[C:10]([O:12][CH2:13][CH2:14][CH2:15][CH2:16][CH2:17][CH2:18][CH2:19][CH3:20])[CH:9]=[CH:8][C:3]=1[C:4]([NH:6][NH2:7])=[O:5].[CH2:21]([N:24]([CH2:33][CH2:34][CH3:35])[C:25]1[N:30]=[C:29](Cl)[N:28]=[C:27](Cl)[N:26]=1)[CH2:22][CH3:23].[OH2:36]>CC(N(C)C)=O>[CH2:21]([N:24]([CH2:33][CH2:34][CH3:35])[C:25]1[N:30]=[C:29]([NH:7][NH:6][C:4](=[O:5])[C:3]2[CH:8]=[CH:9][C:10]([O:12][CH2:13][CH2:14][CH2:15][CH2:16][CH2:17][CH2:18][CH2:19][CH3:20])=[CH:11][C:2]=2[OH:1])[N:28]=[C:27]([NH:7][NH:6][C:4](=[O:5])[C:3]2[CH:8]=[CH:9][C:10]([O:36][CH2:13][CH2:14][CH2:15][CH2:16][CH2:17][CH2:18][CH2:19][CH3:20])=[CH:11][C:2]=2[OH:1])[N:26]=1)[CH2:22][CH3:23]. Procedure: 22.6 g of 2-hydroxy-4-octoxy-benzhydrazide are dissolved in 200 ml of dimethylacetamide at 60° C and treated with a solution of 10 g of 2-(di-n-propylamino)-4,6-dichloro-s-triazine in 50 ml of dimethylacetamide whilst keeping the temperature constant. The reaction mixture is heated to 120° C over the course of 3 hours. After cooling, it is poured into one litre of water, whereupon the product precipitates as a white solid. After filtration, it is dried and recrystallised from ethylene glycol-mon... Reactants: C(CCC)[Li] (n-butyllithium), BrC1=CC=C(C=C1)S(=O)(=O)N(C)C (4-bromo-N,N-dimethylbenzenesulfonamide), COC1=CC=C(CN(C2=NC(=NC(=N2)C)C=2C(=NC=C(C=O)C2)NC=2C=NC(=CC2)OC)CC2=CC=C(C=C2)OC)C=C1 (5-(4-(bis(4-methoxybenzyl)amino)-6-methyl-1,3,5-triazin-2-yl)-6-(6-methoxypyridin-3-ylamino)nicotinaldehyde). Solvent: C1CCOC1 (THF), C1CCOC1 (THF). Conditions: temperature 0 celsius, time 2 hour. The product is COC1=CC=C(CN(C2=NC(=NC(=N2)C)C=2C=C(C=NC2NC=2C=NC(=CC2)OC)C(C2=C(C=CC(=C2)Br)S(=O)(=O)N(C)C)O)CC2=CC=C(C=C2)OC)C=C1 (2-((5-(4-(bis(4-methoxybenzyl)amino)-6-methyl-1,3,5-triazin-2-yl)-6-(6-methoxypyridin-3-ylamino)pyridin-3-yl)(hydroxy)methyl)-4-bromo-N,N-dimethylbenzenesulfonamide). Yield: 18.8%. RXN SMILES: [Br:1][C:2]1[CH:7]=[CH:6][C:5]([S:8]([N:11]([CH3:13])[CH3:12])(=[O:10])=[O:9])=[CH:4][CH:3]=1.C([Li])CCC.[CH3:19][O:20][C:21]1[CH:61]=[CH:60][C:24]([CH2:25][N:26]([CH2:51][C:52]2[CH:57]=[CH:56][C:55]([O:58][CH3:59])=[CH:54][CH:53]=2)[C:27]2[N:32]=[C:31]([CH3:33])[N:30]=[C:29]([C:34]3[C:35]([NH:42][C:43]4[CH:44]=[N:45][C:46]([O:49][CH3:50])=[CH:47][CH:48]=4)=[N:36][CH:37]=[C:38]([CH:41]=3)[CH:39]=[O:40])[N:28]=2)=[CH:23][CH:22]=1>C1COCC1>[CH3:59][O:58][C:55]1[CH:54]=[CH:53][C:52]([CH2:51][N:26]([CH2:25][C:24]2[CH:23]=[CH:22][C:21]([O:20][CH3:19])=[CH:61][CH:60]=2)[C:27]2[N:32]=[C:31]([CH3:33])[N:30]=[C:29]([C:34]3[CH:41]=[C:38]([CH:39]([OH:40])[C:6]4[CH:7]=[C:2]([Br:1])[CH:3]=[CH:4][C:5]=4[S:8]([N:11]([CH3:13])[CH3:12])(=[O:10])=[O:9])[CH:37]=[N:36][C:35]=3[NH:42][C:43]3[CH:44]=[N:45][C:46]([O:49][CH3:50])=[CH:47][CH:48]=3)[N:28]=2)=[CH:57][CH:56]=1. Procedure details: A solution of 4-bromo-N,N-dimethylbenzenesulfonamide (Aldrich; 152 mg, 0.575 mmol) in THF (1.0 mL) was cooled to −78° C. and treated dropwise with n-butyllithium (1.60 M solution in hexanes) (359 μL, 0.575 mmol). The resulting pale solution was allowed to slowly warm to 0° C. over 30 min to give a dark brown solution which was then added dropwise to a suspension of 5-(4-(bis(4-methoxybenzyl)amino)-6-methyl-1,3,5-triazin-2-yl)-6-(6-methoxypyridin-3-ylamino)nicotinaldehyde (110.7 mg, 0.192 mmol) i... Reported procedure: A mixture of 4-acetyl-3-methylphenyl trifluoromethanesulfonate (6.90 g, 24.0 mmol), 4-nitrophenylboronic acid (3.80 g, 24 mmol), 2 N aqueous sodium carbonate (88.0 mL), dioxane (88.0 mL), and toluene (296 mL) was purged with argon for 30 minutes before [1,1′-bis(diphenyl-phosphino)-ferrocene]dichloro palladium(II) (1:1 complex with dichloromethane, 1.90 g, 2.30 mmol) was added. The reaction mixture was heated at 85° C. and stirred overnight. The layers were separated and the organic layer was wa... Yields the product CC=1C=C(C=CC1C(C)=O)C1=CC=C(C=C1)[N+](=O)[O-] (1-(3-methyl-4′-nitro-1,1′-biphenyl-4-yl)ethanone). Conditions: temperature 85 celsius, time 8 hour. As a reaction SMILES: FC(F)(F)S(O[C:7]1[CH:12]=[CH:11][C:10]([C:13](=[O:15])[CH3:14])=[C:9]([CH3:16])[CH:8]=1)(=O)=O.[N+:19]([C:22]1[CH:27]=[CH:26][C:25](B(O)O)=[CH:24][CH:23]=1)([O-:21])=[O:20].C(=O)([O-])[O-].[Na+].[Na+].O1CCOCC1>C1(C)C=CC=CC=1>[CH3:16][C:9]1[CH:8]=[C:7]([C:25]2[CH:26]=[CH:27][C:22]([N+:19]([O-:21])=[O:20])=[CH:23][CH:24]=2)[CH:12]=[CH:11][C:10]=1[C:13](=[O:15])[CH3:14] |f:2.3.4|. Reactants: FC(S(=O)(=O)OC1=CC(=C(C=C1)C(C)=O)C)(F)F (4-acetyl-3-methylphenyl trifluoromethanesulfonate), [N+](=O)([O-])C1=CC=C(C=C1)B(O)O (4-nitrophenylboronic acid), C([O-])([O-])=O.[Na+].[Na+] (sodium carbonate), O1CCOCC1 (dioxane), [1,1′-bis(diphenyl-phosphino)-ferrocene]dichloro palladium(II). Isolated yield 99.9%. Run in C1(=CC=CC=C1)C (toluene). Reactants: CC1=C(C=S)C=CC=C1 (2-methylthiobenzaldehyde), ClCC(=O)O (monochloroacetic acid), C1(=CC=CC=C1)C (toluene). Reaction conditions: temperature 110 celsius, time 10 hour. Reported procedure: A four-necked flask (300 ml capacity) equipped with a stirrer, thermometer and condenser was charged with 30.4 g (0.20 mol) of 2-methylthiobenzaldehyde and 28.4 g (0.30 mol) of monochloroacetic acid and the reaction was conducted with stirring at 110° C. for about 10 hours. After completion of the reaction, 150 g of toluene was added to dissolve the reaction mixture and the solution was cooled for precipitation. The precipitate was collected by filtration and dried to give 28.5 g (yield 80%) of ... Product: S1C2=C(C=C1C(=O)O)C=CC=C2 (2-benzo[b]thiophenecarboxylic acid). Isolated yield 80.0%. As a reaction SMILES: CC1C=CC=CC=1C=[S:5].Cl[CH2:11][C:12]([OH:14])=[O:13].[C:15]1([CH3:21])[CH:20]=[CH:19][CH:18]=[CH:17][CH:16]=1>>[S:5]1[C:11]([C:12]([OH:14])=[O:13])=[CH:21][C:15]2[CH:20]=[CH:19][CH:18]=[CH:17][C:16]1=2.